From a dataset of the Open Reaction Database (ORD), a public repository of structured organic reaction records. describe an organic reaction: reactants, conditions, products, and yield The reactants are OC1=C(C(NC2=CC(=CN=C12)CC1=CC=CC=C1)=O)C(=O)OCC (ethyl 4-hydroxy-2-oxo-7-(phenylmethyl)-1,2-dihydro-1,5-naphthyridine-3-carboxylate), S1C(=CC=C1)CN (thiophene-2-methylamine). The product is OC1=C(C(NC2=CC(=CN=C12)CC1=CC=CC=C1)=O)C(=O)NCC=1SC=CC1 (4-Hydroxy-2-oxo-7-(phenylmethyl)-N-(2-thienylmethyl)-1,2-dihydro-1,5-naphthyridine-3-carboxamide). RXN SMILES: [OH:1][C:2]1[C:11]2[C:6](=[CH:7][C:8]([CH2:12][C:13]3[CH:18]=[CH:17][CH:16]=[CH:15][CH:14]=3)=[CH:9][N:10]=2)[NH:5][C:4](=[O:19])[C:3]=1[C:20](OCC)=[O:21].[S:25]1[CH:29]=[CH:28][CH:27]=[C:26]1[CH2:30][NH2:31]>>[OH:1][C:2]1[C:11]2[C:6](=[CH:7][C:8]([CH2:12][C:13]3[CH:14]=[CH:15][CH:16]=[CH:17][CH:18]=3)=[CH:9][N:10]=2)[NH:5][C:4](=[O:19])[C:3]=1[C:20]([NH:31][CH2:30][C:26]1[S:25][CH:29]=[CH:28][CH:27]=1)=[O:21]. Procedure: This compound was prepared from ethyl 4-hydroxy-2-oxo-7-(phenylmethyl)-1,2-dihydro-1,5-naphthyridine-3-carboxylate and thiophene-2-methylamine employing methods similar to those described in Example 2 and was obtained as a white solid: 1H NMR (d6-DMSO) δ 12.25 (1H, br), 11.10 (1H, br), 10.2 (1H, br), 8.28 (1H, br s), 7.38 (1H, br s), 7.34-7.22 (6H, m), 7.04 (1H, s), 6.97 (1H, d, J=4.3 Hz), 4.68 (2H, br), 4.04 (2H, br s); HRMS calcd for C21H17N3O3S+H+: 392.1069. Found: 392.1070. Starting materials: ( b ), C(=S)=S (carbon disulfide), N1CCOCC1 (morpholine), C(C)P(=S)(SC(C)(C)C)SCCl (S-t-butyl S-chloromethyl ethylphosphonotrithioate), BrCCl (bromochloromethane), C(C)(C)(C)S (t-butyl mercaptan), C(C)P(=S)=S (ethylthionophosphine sulfide). The solvent is C(C)O (ethanol), C(C)N(CC)CC (triethylamine), C(C)O (ethanol), O (water). Product: C(C)P(=S)(SC(C)(C)C)SCCl (S-t-butyl S-chloromethyl ethylphosphonotrithioate), O1CCN(CC1)C(=S)SCS(P(=S)([S-])CC)C(C)(C)C (S-t-Butyl S-(morpholinothiocarbonylthiomethyl)Ethylphosphonotrithioate). Reaction SMILES: [C:1](=[S:3])=[S:2].[NH:4]1[CH2:9][CH2:8][O:7][CH2:6][CH2:5]1.[CH2:10]([P:12]([S:19][CH2:20][Cl:21])([S:14][C:15]([CH3:18])([CH3:17])[CH3:16])=[S:13])[CH3:11].[CH2:22](P(=S)=S)C.C(S)(C)(C)C.BrCCl>C(O)C.O.C(N(CC)CC)C>[CH2:10]([P:12]([S:19][CH2:20][Cl:21])([S:14][C:15]([CH3:16])([CH3:18])[CH3:17])=[S:13])[CH3:11].[O:7]1[CH2:8][CH2:9][N:4]([C:1]([S:3][CH2:22][SH:14]([C:15]([CH3:18])([CH3:17])[CH3:16])[P:12]([CH2:10][CH3:11])([S-:19])=[S:13])=[S:2])[CH2:5][CH2:6]1. Reported procedure: To a solution of 0.274 ml (0.347 g, 0.0046 mole) of carbon disulfide in 20 ml of ethanol was added 0.80 ml (0.80 g, 0.0091 mole) of morpholine. A white mixture resulted. The mixture was heated to reflux and a solution of 1.0 g (0.0038 mole) of S-t-butyl S-chloromethyl ethylphosphonotrithioate in 3 ml at ethanol was added. (The S-t-butyl S-chloromethyl ethylphosphonotrithioate was prepared according to the procedure of Example I, steps (a) and (b), from ethylthionophosphine sulfide, t-butyl merca...